Dataset: the Open Reaction Database (ORD), a public repository of structured organic reaction records. Task: describe an organic reaction: reactants, conditions, products, and yield Reactants: N#Cc1c[nH]nc1N, Nc1cc[nH]n1, C1CCOC1, O=C1Nc2ccccc2C1=CO. Yields the product N#Cc1c[nH]nc1NC=C1C(=O)Nc2ccccc21. As a reaction SMILES: [NH2:19][c:20]1[n:21][nH:22][cH:23][c:24]1[C:25]#[N:26].[NH2:1][c:2]1[cH:3][cH:4][nH:5][n:6]1.[O:27]1[CH2:28][CH2:29][CH2:30][CH2:31]1.[OH:7][CH:8]=[C:9]1[C:10](=[O:18])[NH:11][c:12]2[cH:13][cH:14][cH:15][cH:16][c:17]21>>[CH:8](=[C:9]1[C:10](=[O:18])[NH:11][c:12]2[cH:13][cH:14][cH:15][cH:16][c:17]21)[NH:19][c:20]1[n:21][nH:22][cH:23][c:24]1[C:25]#[N:26]. Starting materials: C(C)C1CCN2C(C(C3(C(CC(C(C(CC(CC(=CCC(CC(C(C(OC(C2C1)=O)C(=CC1CC(C(CC1)(CCC(O)C1=CC(=CC(=C1)C)C)O[Si](CC)(CC)CC)OC)C)C)O[Si](C)(C)C(C)(C)C)=O)C)C)OC)O3)OC)C)O)=O)=O (7-ethyl-1-hydroxy-12-[2'-(4"-triethylsilyloxy-4"-[3-(3,5-dimethylphenyl)-3-hydroxypropyl]-3"-methoxycyclohexyl)-1'-methylvinyl]-14-t-butyldimethylsilyloxy-23,25-dimethoxy-13,19,21,27-tetramethyl-11,28-dioxa-4-azatricyclo[22.3.1.04,9 ]octacos-18-ene-2,3,10,16-tetraone). Run in C(C)#N (acetonitrile). Conditions: time 18 hour. Product: C(C)C1CCN2C(C(C3(C(CC(C(C(CC(CC(=CCC(CC(C(C(OC(C2C1)=O)C(=CC1CC(C(CC1)(CCC(O)C1=CC(=CC(=C1)C)C)O)OC)C)C)O)=O)C)C)OC)O3)OC)C)O)=O)=O (7-Ethyl-1,14-dihydroxy-12-[2'-(4"-hydroxy-4"-[3-(3,5-dimethylphenyl)-3-hydroxypropyl]-3"-methoxycyclohexyl)-1'-methylvinyl]-23,25-dimethoxy-13,19,21,27-tetramethyl-11,28-dioxa-4-azatricyclo[22.3.1.04,9 ]octacos-18-ene-2,3,10,16-tetraone). As a reaction SMILES: [CH2:1]([CH:3]1[CH2:29][CH:28]2[N:6]([C:7](=[O:82])[C:8](=[O:81])[C:9]3([OH:80])[O:76][CH:13]([CH:14]([O:74][CH3:75])[CH2:15][CH:16]([CH3:73])[CH2:17][C:18]([CH3:72])=[CH:19][CH2:20][C:21](=[O:71])[CH2:22][CH:23]([O:63][Si](C(C)(C)C)(C)C)[CH:24]([CH3:62])[CH:25]([C:31]([CH3:61])=[CH:32][CH:33]4[CH2:38][CH2:37][C:36]([O:51][Si](CC)(CC)CC)([CH2:39][CH2:40][CH:41]([C:43]5[CH:48]=[C:47]([CH3:49])[CH:46]=[C:45]([CH3:50])[CH:44]=5)[OH:42])[CH:35]([O:59][CH3:60])[CH2:34]4)[O:26][C:27]2=[O:30])[CH:12]([O:77][CH3:78])[CH2:11][CH:10]3[CH3:79])[CH2:5][CH2:4]1)[CH3:2]>C(#N)C>[CH2:1]([CH:3]1[CH2:29][CH:28]2[N:6]([C:7](=[O:82])[C:8](=[O:81])[C:9]3([OH:80])[O:76][CH:13]([CH:14]([O:74][CH3:75])[CH2:15][CH:16]([CH3:73])[CH2:17][C:18]([CH3:72])=[CH:19][CH2:20][C:21](=[O:71])[CH2:22][CH:23]([OH:63])[CH:24]([CH3:62])[CH:25]([C:31]([CH3:61])=[CH:32][CH:33]4[CH2:38][CH2:37][C:36]([OH:51])([CH2:39][CH2:40][CH:41]([C:43]5[CH:48]=[C:47]([CH3:49])[CH:46]=[C:45]([CH3:50])[CH:44]=5)[OH:42])[CH:35]([O:59][CH3:60])[CH2:34]4)[O:26][C:27]2=[O:30])[CH:12]([O:77][CH3:78])[CH2:11][CH:10]3[CH3:79])[CH2:5][CH2:4]1)[CH3:2]. Reported procedure: A solution of 220 mg (0.186 mmole) of 7-ethyl-1-hydroxy-12-[2'-(4"-triethylsilyloxy-4"-[3-(3,5-dimethylphenyl)-3-hydroxypropyl]-3"-methoxycyclohexyl)-1'-methylvinyl]-14-t-butyldimethylsilyloxy-23,25-dimethoxy-13,19,21,27-tetramethyl-11,28-dioxa-4-azatricyclo[22.3.1.04,9 ]octacos-18-ene-2,3,10,16-tetraone in 10 mL of a 10% HF-acetonitrile solution was stirred at room temperature. After 18 h, the reaction was quenched with 5 mL of ethoxytrimethylsilane and the solution was concentrated. The oily r... Reaction SMILES: [F:1][CH:2]([F:5])[CH2:3][NH2:4].Br[CH2:7][C:8]([O:10][CH2:11][CH3:12])=[O:9].[I-].[K+].C(N(C(C)C)CC)(C)C>C(#N)C>[F:1][CH:2]([F:5])[CH2:3][NH:4][CH2:7][C:8]([O:10][CH2:11][CH3:12])=[O:9] |f:2.3|. Reaction conditions: time 25 hour. Solvent: C(C)#N (acetonitrile). Reported procedure: 2,2-difluoroethylamine (4.0 g) was added to a suspension of ethyl bromoacetate (5.4 mL), potassium iodide (0.82 g), diisopropylethylamine (9.8 mL) in acetonitrile (100 mL) and the mixture was stirred at RT for 25 h. The mixture was concentrated under reduced pressure. The residue was purified by flash column chromatography on silica gel to afford the sub-title compound (7.0 g) as a colorless oil; 1H NMR (300 MHz, CDCl3); 5.82 (1H, tt), 4.18 (2H, q), 3.46 (2H, s), 3.00 (2H, dt), 1.26 (3H, t). Starting materials: FC(CN)F (2,2-difluoroethylamine), BrCC(=O)OCC (ethyl bromoacetate), [I-].[K+] (potassium iodide), C(C)(C)N(CC)C(C)C (diisopropylethylamine). Product: FC(CNCC(=O)OCC)F (ethyl 2-(2,2-difluoroethylamino)acetate).